This data is from the Open Reaction Database (ORD), a public repository of structured organic reaction records. The task is: describe an organic reaction: reactants, conditions, products, and yield The reactants are CC(=O)O[BH-](OC(C)=O)OC(C)=O, c1ccc(Cc2cnn(C3CCNCC3)n2)cc1, O=CC1CN(C(C(=O)O)C2CCCCC2)CC1c1ccccc1, ClCCCl, [Na+]. Product: O=C(O)C(C1CCCCC1)N1CC(CN2CCC(n3ncc(Cc4ccccc4)n3)CC2)C(c2ccccc2)C1. As a reaction SMILES: [C:42]([O:43][BH-:44]([O:45][C:46](=[O:47])[CH3:48])[O:49][C:50](=[O:51])[CH3:52])(=[O:53])[CH3:54].[CH2:24]([c:25]1[cH:26][cH:27][cH:28][cH:29][cH:30]1)[c:31]1[n:32][n:33]([CH:36]2[CH2:37][CH2:38][NH:39][CH2:40][CH2:41]2)[n:34][cH:35]1.[CH:1](=[O:2])[CH:3]1[CH2:4][N:5]([CH:14]([C:15](=[O:16])[OH:17])[CH:18]2[CH2:19][CH2:20][CH2:21][CH2:22][CH2:23]2)[CH2:6][CH:7]1[c:8]1[cH:9][cH:10][cH:11][cH:12][cH:13]1.[Cl:56][CH2:57][CH2:58][Cl:59].[Na+:55]>>[CH2:1]([CH:3]1[CH2:4][N:5]([CH:14]([C:15](=[O:16])[OH:17])[CH:18]2[CH2:19][CH2:20][CH2:21][CH2:22][CH2:23]2)[CH2:6][CH:7]1[c:8]1[cH:9][cH:10][cH:11][cH:12][cH:13]1)[N:39]1[CH2:38][CH2:37][CH:36]([n:33]2[n:32][c:31]([CH2:24][c:25]3[cH:26][cH:27][cH:28][cH:29][cH:30]3)[cH:35][n:34]2)[CH2:41][CH2:40]1. The reactants are compound 33b, C(C)OC(C(CC(C)C)C=1C=C(C=C(C1)C1CNCCC1)C1=CC=C(C=C1)C(F)(F)F)=O (4-Methyl-2-(5-piperidin-3-yl-4′-trifluoromethyl-biphenyl-3-yl)-pentanoic acid ethyl ester), [BH4-].[Na+] (sodium borohydride). The reagents and catalysts are CC([O-])C.[Ti+4].CC([O-])C.CC([O-])C.CC([O-])C (titanium isopropoxide). The solvent is CO (methanol). Conditions: time 3 hour. The product is C(C)OC(C(CC(C)C)C=1C=C(C=C(C1)C1CN(CCC1)C(C)C1=CC=C(C=C1)C(F)(F)F)C1=CC=C(C=C1)C(F)(F)F)=O (4-Methyl-2-(4′-trifluoromethyl-5-{1-[1-(4-trifluoromethyl-phenyl)-ethyl]-piperidin-3-yl}-biphenyl-3-yl)-pentanoic acid ethyl ester). RXN SMILES: [CH2:1]([O:3][C:4](=[O:32])[CH:5]([C:10]1[CH:11]=[C:12]([C:22]2[CH:27]=[CH:26][C:25]([C:28]([F:31])([F:30])[F:29])=[CH:24][CH:23]=2)[CH:13]=[C:14]([CH:16]2[CH2:21][CH2:20][CH2:19][NH:18][CH2:17]2)[CH:15]=1)[CH2:6][CH:7]([CH3:9])[CH3:8])[CH3:2].[BH4-].[Na+]>CC(C)[O-].[Ti+4].CC(C)[O-].CC(C)[O-].CC(C)[O-].CO>[CH2:1]([O:3][C:4](=[O:32])[CH:5]([C:10]1[CH:11]=[C:12]([C:22]2[CH:23]=[CH:24][C:25]([C:28]([F:29])([F:30])[F:31])=[CH:26][CH:27]=2)[CH:13]=[C:14]([CH:16]2[CH2:21][CH2:20][CH2:19][N:18]([CH:12]([C:22]3[CH:23]=[CH:24][C:25]([C:28]([F:29])([F:30])[F:31])=[CH:26][CH:27]=3)[CH3:11])[CH2:17]2)[CH:15]=1)[CH2:6][CH:7]([CH3:9])[CH3:8])[CH3:2] |f:1.2,3.4.5.6.7|. Procedure details: To compound 33b, 4-Methyl-2-(5-piperidin-3-yl-4′-trifluoromethyl-biphenyl-3-yl)-pentanoic acid ethyl ester (75 mg, 0.17 mmol), was added 4-Trifluoromethylacetophenonne (34 mg, 0.18 mmol), and titanium isopropoxide (76 mg), 0.27 mmol) under argon at room temperature. After 3 hours, add methanol ((0.76 ml), followed by sodium borohydride (10 mg, 0.27 mmol). After 5 minutes, the reaction was quenched with 0.1 N NaOH, filtered through celite and washed with dichloromethane. The solution was concentr... Procedure details: [4-(4-Methoxyphenyl)-5-(3-pyridyl)-1,3-thiazol-2-yl]amine (200 mg) was dissolved in 1% hydrochloric acid-methanol (3.2 mL) and the solvent was evaporated. The obtained crude crystals were recrystallized from methanol-ethyl acetate to give the title compound (180 mg, yield 80%). RXN SMILES: [CH3:1][O:2][C:3]1[CH:8]=[CH:7][C:6]([C:9]2[N:10]=[C:11]([NH2:20])[S:12][C:13]=2[C:14]2[CH:15]=[N:16][CH:17]=[CH:18][CH:19]=2)=[CH:5][CH:4]=1.[ClH:21].CO>>[ClH:21].[CH3:1][O:2][C:3]1[CH:4]=[CH:5][C:6]([C:9]2[N:10]=[C:11]([NH2:20])[S:12][C:13]=2[C:14]2[CH:15]=[N:16][CH:17]=[CH:18][CH:19]=2)=[CH:7][CH:8]=1 |f:1.2,3.4|. Yields the product Cl.COC1=CC=C(C=C1)C=1N=C(SC1C=1C=NC=CC1)N ([4-(4-methoxyphenyl)-5-(3-pyridyl)-1,3-thiazol-2-yl]amine hydrochloride). Reactants: COC1=CC=C(C=C1)C=1N=C(SC1C=1C=NC=CC1)N ([4-(4-Methoxyphenyl)-5-(3-pyridyl)-1,3-thiazol-2-yl]amine), Cl.CO (hydrochloric acid methanol). Yield: 80.0%. Reactants: N1=C(C=NC=C1)C(=O)O (Pyrazine-2-carboxylic acid), C(C)(C)N=C=NC(C)C (diisopropylcarbodiimide), FC=1C=C(C=CC1C=1C=NC(=CC1)C1=NO[C@@H](C1)CO)N1C(O[C@H](C1)CN1N=NC=C1)=O ((5R)-3-(3-Fluoro-4-{6-[(5S)-5-(hydroxymethyl)-4,5-dihydroisoxazol-3-yl]pyridin-3-yl}phenyl)-5-(1H-1,2,3-triazol-1-ylmethyl)-1,3-oxazolidin-2-one), CN(C)C=O (DMF). The reagents and catalysts are CN(C1=CC=NC=C1)C (4-(dimethylamino)pyridine). Run in C(C)(=O)OCC (ethyl acetate). Run at time 18 hour. Yields the product FC1=C(C=CC(=C1)N1C(O[C@H](C1)CN1N=NC=C1)=O)C=1C=CC(=NC1)C1=NO[C@@H](C1)COC(=O)C1=NC=CN=C1 ([(5S)-3-(5-{2-fluoro-4-[(5R)-2-oxo-5-(1H-1,2,3-triazol-1-ylmethyl)-1,3-oxazolidin-3-yl]phenyl}pyridin-2-yl)-4,5-dihydroisoxazol-5-yl]methylpyrazine-2-carboxylate). As a reaction SMILES: [N:1]1[CH:6]=[CH:5][N:4]=[CH:3][C:2]=1[C:7]([OH:9])=[O:8].[F:10][C:11]1[CH:12]=[C:13]([N:30]2[CH2:34][C@H:33]([CH2:35][N:36]3[CH:40]=[CH:39][N:38]=[N:37]3)[O:32][C:31]2=[O:41])[CH:14]=[CH:15][C:16]=1[C:17]1[CH:18]=[N:19][C:20]([C:23]2[CH2:27][C@@H:26]([CH2:28]O)[O:25][N:24]=2)=[CH:21][CH:22]=1.CN(C=O)C.C(N=C=NC(C)C)(C)C>CN(C)C1C=CN=CC=1.C(OCC)(=O)C>[F:10][C:11]1[CH:12]=[C:13]([N:30]2[CH2:34][C@H:33]([CH2:35][N:36]3[CH:40]=[CH:39][N:38]=[N:37]3)[O:32][C:31]2=[O:41])[CH:14]=[CH:15][C:16]=1[C:17]1[CH:22]=[CH:21][C:20]([C:23]2[CH2:27][C@@H:26]([CH2:28][O:8][C:7]([C:2]3[CH:3]=[N:4][CH:5]=[CH:6][N:1]=3)=[O:9])[O:25][N:24]=2)=[N:19][CH:18]=1. Reported procedure: Pyrazine-2-carboxylic acid (118 mg, 0.95 mMol), (5R)-3-(3-fluoro-4-{6-[(5S)-5-(hydroxymethyl)-4,5-dihydroisoxazol-3-yl]pyridin-3-yl}phenyl)-5-(1H-1,2,3-triazol-1-ylmethyl)-1,3-oxazolidin-2-one (Example 1: 200 mg, 0.46 mMol), 4-(dimethylamino)pyridine (5 mg, 0.041 mmol) and DMF (2 ml) were combined and warmed to give a clear solution. The solution was allowed to cool to room temperature, and then diisopropylcarbodiimide (0.15 ml, 0.96 mmol) was added. The mixture was stirred for 18 hours, ethyl a... The reactants are COC(=O)C1C2C(N(C1)C(=O)OCC1=CC=CC=C1)CCN2C(=O)OC(C)(C)C (Hexahydro-pyrrolo[3,2-b]pyrrole-1,3,4-tricarboxylic acid 1-benzyl ester 4-tert-butyl ester 3-methyl ester), C(=O)(C(F)(F)F)O (TFA). The solvent is C(Cl)Cl (DCM). Reaction conditions: time 75 minute. The product is COC(=O)C1C2C(N(C1)C(=O)OCC1=CC=CC=C1)CCN2 (Hexahydro-pyrrolo[3,2-b]pyrrole-1,3-dicarboxylic acid 1-benzyl ester 3-methyl ester). The yield is 84.6%. RXN SMILES: [CH3:1][O:2][C:3]([CH:5]1[CH2:9][N:8]([C:10]([O:12][CH2:13][C:14]2[CH:19]=[CH:18][CH:17]=[CH:16][CH:15]=2)=[O:11])[CH:7]2[CH2:20][CH2:21][N:22](C(OC(C)(C)C)=O)[CH:6]12)=[O:4].C(O)(C(F)(F)F)=O>C(Cl)Cl>[CH3:1][O:2][C:3]([CH:5]1[CH2:9][N:8]([C:10]([O:12][CH2:13][C:14]2[CH:15]=[CH:16][CH:17]=[CH:18][CH:19]=2)=[O:11])[CH:7]2[CH2:20][CH2:21][NH:22][CH:6]12)=[O:4]. Reported procedure: A solution of 14 (480 mg, 1.2 mmol) in DCM (10 mL) was treated with TFA (3 mL) at ambient temperature. After 75 min, the solution was concentrated, diluted with EtOAc, washed with saturated NaHCO3, brine. The aqueous washes were back extracted with DCM and the combined organic extracts were dried over anhydrous Na2SO4, filtered and concentrated to afford crude 15 (309 mg) as an orange-colored oil that was used without further purification. Mass spectrum, m/z [305.2] (M+H)+. Isolated yield 24.1%. Product: BrC=1C=CC(=C(CN2C(NN=C2OC)=O)C1)F (4-(5-bromo-2-fluorobenzyl)-5-methoxy-2,4-dihydro-3H-1,2,4-triazol-3-one). Conditions: temperature 55 celsius, time 2.5 hour. Reactants: COC=1NC(NN1)=O (5-methoxy-2,4-dihydro-3H-1,2,4-triazol-3-one), C([O-])([O-])=O.[K+].[K+] (potassium carbonate), BrC=1C=CC(=C(CBr)C1)F (5-bromo-2-fluorobenzylbromide), COC=1NC(NN1)=O (5-methoxy-2,4-dihydro-3H-1,2,4-triazol-3-one), C([O-])([O-])=O.[K+].[K+] (potassium carbonate), O (Water). As a reaction SMILES: [CH3:1][O:2][C:3]1[NH:4][C:5](=[O:8])[NH:6][N:7]=1.C(=O)([O-])[O-].[K+].[K+].[Br:15][C:16]1[CH:17]=[CH:18][C:19]([F:24])=[C:20]([CH:23]=1)[CH2:21]Br.O>C(#N)C>[Br:15][C:16]1[CH:17]=[CH:18][C:19]([F:24])=[C:20]([CH:23]=1)[CH2:21][N:4]1[C:3]([O:2][CH3:1])=[N:7][NH:6][C:5]1=[O:8] |f:1.2.3|. Solvent: C(C)#N (acetonitrile), C(C)#N (acetonitrile). Procedure details: To a solution of 5.75 g (50 mmol) of 5-methoxy-2,4-dihydro-3H-1,2,4-triazol-3-one in 30 ml of acetonitrile was added 6.21 g (45 mmol) of potassium carbonate. A solution of 13.54 g of crude 5-bromo-2-fluorobenzylbromide in 50 ml of acetonitrile was added dropwise at 55° C. thereto. After the mixture was stirred at 55° C. for 2.5 hours, 1.15 g of 5-methoxy-2,4-dihydro-3H-1,2,4-triazol-3-one and 1.24 g of potassium carbonate were added thereto and then the mixture was stirred at 55° C. for 3 hours.... Reactants: CC(C(=O)OC)C(COC)=O (methyl 2-methyl-4-(methyloxy)-3-oxobutanoate), CC(C(=O)OC)C(COC)=O (methyl 2-methyl-4-(methyloxy)-3-oxobutanoate), C(C)(=O)O.C(=N)N (formamidine acetate), C[O-].[Na+] (sodium methoxide). The solvent is CO (methanol), CO (MeOH). Run at time 8 hour. Product: CC=1C(=NC=NC1COC)O (5-methyl-6-[(methyloxy)methyl]-4-pyrimidinol). The yield is 61.4%. As a reaction SMILES: [CH3:1][CH:2]([C:7](=O)[CH2:8][O:9][CH3:10])[C:3](OC)=[O:4].C(O)(=O)C.[CH:16]([NH2:18])=[NH:17].C[O-].[Na+]>CO>[CH3:1][C:2]1[C:3]([OH:4])=[N:17][CH:16]=[N:18][C:7]=1[CH2:8][O:9][CH3:10] |f:1.2,3.4|. Procedure details: To a solution of methyl 2-methyl-4-(methyloxy)-3-oxobutanoate (Intermediate 47, 1.01 g, 6.31 mmol) in methanol (7 mL) was added formamidine acetate (0.722 g, 6.94 mmol) and 25% sodium methoxide in MeOH (3.0 mL, 6.31 mmol) and the resulting mixture was heated under reflux for 2 hours, cooled to room temperature and left to stand overnight. The reaction mixture was evaporated under reduced pressure. The residue was diluted with water, adjusted to pH 7 using aqueous 2M HCl solution and extracted wi...